This data is from the Open Reaction Database (ORD), a public repository of structured organic reaction records. The task is: describe an organic reaction: reactants, conditions, products, and yield Reactants: CCc1ccc2c(-c3cncc(C)c3)c(C=O)c(COC)nn12, C1CCOC1, CCOC(=O)C=P(c1ccccc1)(c1ccccc1)c1ccccc1. The product is CCOC(=O)C=Cc1c(COC)nn2c(CC)ccc2c1-c1cncc(C)c1. As a reaction SMILES: [CH2:1]([CH3:2])[c:3]1[cH:4][cH:5][c:6]2[n:7]1[n:8][c:9]([CH2:21][O:22][CH3:23])[c:10]([CH:19]=[O:20])[c:11]2-[c:12]1[cH:13][n:14][cH:15][c:16]([CH3:18])[cH:17]1.[CH2:49]1[O:50][CH2:51][CH2:52][CH2:53]1.[c:24]1([P:25]([c:26]2[cH:27][cH:28][cH:29][cH:30][cH:31]2)([c:32]2[cH:33][cH:34][cH:35][cH:36][cH:37]2)=[CH:43][C:44](=[O:45])[O:46][CH2:47][CH3:48])[cH:38][cH:39][cH:40][cH:41][cH:42]1>>[CH2:1]([CH3:2])[c:3]1[cH:4][cH:5][c:6]2[n:7]1[n:8][c:9]([CH2:21][O:22][CH3:23])[c:10]([CH:19]=[CH:43][C:44](=[O:45])[O:46][CH2:47][CH3:48])[c:11]2-[c:12]1[cH:13][n:14][cH:15][c:16]([CH3:18])[cH:17]1. The reactants are Cl.Cl.Cl.C(C1=CC=CC=C1)N1CCC(CC1)N1CC(C1)N(C)C (N-[1-(1-benzylpiperidin-4-yl)azetidin-3-yl]-N,N-dimethylamine trihydrochloride), O (water). Reagents/catalysts: [C].[Pd] (palladium-carbon). Solvent: CC(C)O (2-propanol). Reaction conditions: time 12 hour. Yields the product crude product, Cl.Cl.Cl.CN(C1CN(C1)C1CCNCC1)C (N,N-Dimethyl-N-[1-(piperidin-4-yl)azetidin-3-yl]amine trihydrochloride). Isolated yield 297.8%. RXN SMILES: [ClH:1].Cl.Cl.C([N:11]1[CH2:16][CH2:15][CH:14]([N:17]2[CH2:20][CH:19]([N:21]([CH3:23])[CH3:22])[CH2:18]2)[CH2:13][CH2:12]1)C1C=CC=CC=1.O>CC(O)C.[C].[Pd]>[ClH:1].[ClH:1].[ClH:1].[CH3:22][N:21]([CH3:23])[CH:19]1[CH2:18][N:17]([CH:14]2[CH2:15][CH2:16][NH:11][CH2:12][CH2:13]2)[CH2:20]1 |f:0.1.2.3,6.7,8.9.10.11|. Procedure: After adding 10% palladium-carbon (5.0 g) to a solution of the crude N-[1-(1-benzylpiperidin-4-yl)azetidin-3-yl]-N,N-dimethylamine trihydrochloride (14.1 g) in 2-propanol (380 ml)-water (380 ml), the mixture was stirred for 12 hours at room temperature under a hydrogen atmosphere. The catalyst was then filtered. The filtrate was concentrated under reduced pressure to provide a crude product of the title compound (10.7 g) as colorless crystals. Starting materials: NC=1SC=C(N1)C(C(=O)NC1[C@@H]2N(C(=C(CS2)COC(C)=O)C(=O)O)C1=O)=NOCC(=O)O (7-[2-(2-amino-4-thiazolyl)-2-hydroxycarbonylmethoxyimino-acetamido]-3-acetoxymethyl-ceph-3-eme-4-carboxylic acid), C(C)(=O)[O-].[Na+] (sodium acetate). The solvent is methanolic solution, CO (methanol). Reaction conditions: time 10 minute. Product: NC=1SC=C(N1)C(C(=O)NC1[C@@H]2N(C(=C(CS2)COC(C)=O)C(=O)[O-])C1=O)=NOCC(=O)O.[Na+].[Na+].NC=1SC=C(N1)C(C(=O)NC1[C@@H]2N(C(=C(CS2)COC(C)=O)C(=O)[O-])C1=O)=NOCC(=O)O (disodium 7-[2-(2-amino-4-thiazolyl)-2-hydroxycarbonylmethyloxyimino-acetamido]-3-acetoxymethyl-ceph-3-eme-4-carboxylate). As a reaction SMILES: [NH2:1][C:2]1[S:3][CH:4]=[C:5]([C:7](=[N:28][O:29][CH2:30][C:31]([OH:33])=[O:32])[C:8]([NH:10][CH:11]2[C:26](=[O:27])[N:13]3[C:14]([C:23]([OH:25])=[O:24])=[C:15]([CH2:18][O:19][C:20](=[O:22])[CH3:21])[CH2:16][S:17][C@H:12]23)=[O:9])[N:6]=1.C([O-])(=O)C.[Na+:38]>CO>[NH2:1][C:2]1[S:3][CH:4]=[C:5]([C:7](=[N:28][O:29][CH2:30][C:31]([OH:33])=[O:32])[C:8]([NH:10][CH:11]2[C:26](=[O:27])[N:13]3[C:14]([C:23]([O-:25])=[O:24])=[C:15]([CH2:18][O:19][C:20](=[O:22])[CH3:21])[CH2:16][S:17][C@H:12]23)=[O:9])[N:6]=1.[Na+:38].[Na+:38].[NH2:1][C:2]1[S:3][CH:4]=[C:5]([C:7](=[N:28][O:29][CH2:30][C:31]([OH:33])=[O:32])[C:8]([NH:10][CH:11]2[C:26](=[O:27])[N:13]3[C:14]([C:23]([O-:25])=[O:24])=[C:15]([CH2:18][O:19][C:20](=[O:22])[CH3:21])[CH2:16][S:17][C@H:12]23)=[O:9])[N:6]=1 |f:1.2,4.5.6.7|. Procedure details: A solution of 0.224 g of the product of Example 4 in 1 ml of a methanolic solution of M sodium acetate and 2 ml of methanol was stirred and was vacuum filtered. The filter was rinsed with methanol and the filtrate was concentrated under reduced pressure to a volume of 1 ml. 5 ml of ethanol were added thereto to induce crystallization and the mixture was stirred at room temperature for 10 minutes and was vacuum filtered. The product was rinsed with ethanol and with ether and dried to obtain 200 m... RXN SMILES: [Br-:12].[Br-:13].[Br-:14].[CH3:18][C:19]#[N:20].[NH3:17].[P+3:15]=[O:16].[n:1]1[cH:2][cH:3][c:4]([OH:11])[c:5]2[cH:6][cH:7][cH:8][n:9][c:10]12>>[n:1]1[cH:2][cH:3][c:4]([Br:12])[c:5]2[cH:6][cH:7][cH:8][n:9][c:10]12. The product is Brc1ccnc2ncccc12. Starting materials: [Br-], [Br-], [Br-], CC#N, N, O=[P+3], Oc1ccnc2ncccc12.